Task: describe an organic reaction: reactants, conditions, products, and yield. Dataset: the Open Reaction Database (ORD), a public repository of structured organic reaction records The reactants are CCCCBr, COCn1ccnc1, CN(C)CCN(C)C, CCOCC, O=C(c1ccccc1)c1ccc(C(F)(F)F)cc1, [Li]CCCC, [Li], O=C=O, C1CCOC1, O. Yields the product COCn1ccnc1C(O)(c1ccccc1)c1ccc(C(F)(F)F)cc1. As a reaction SMILES: [CH2:7]([Br:8])[CH2:9][CH2:10][CH3:11].[CH3:12][O:13][CH2:14][n:15]1[cH:16][n:17][cH:18][cH:19]1.[CH3:20][N:21]([CH2:22][CH2:23][N:24]([CH3:25])[CH3:26])[CH3:27].[CH3:55][CH2:56][O:57][CH2:58][CH3:59].[F:28][C:29]([c:30]1[cH:31][cH:32][c:33]([C:34](=[O:35])[c:36]2[cH:37][cH:38][cH:39][cH:40][cH:41]2)[cH:42][cH:43]1)([F:44])[F:45].[Li:1][CH2:2][CH2:3][CH2:4][CH3:5].[Li:6].[O:46]=[C:47]=[O:48].[O:50]1[CH2:51][CH2:52][CH2:53][CH2:54]1.[OH2:49]>>[CH3:12][O:13][CH2:14][n:15]1[c:16]([C:34]([c:33]2[cH:32][cH:31][c:30]([C:29]([F:28])([F:44])[F:45])[cH:43][cH:42]2)([OH:35])[c:36]2[cH:37][cH:38][cH:39][cH:40][cH:41]2)[n:17][cH:18][cH:19]1. Starting materials: Cl (hydrochloric acid), O (water), C(C#CC)OC1=NC=NC(=C1)OCC(=C)C (4-(2-butynyloxy)-6-(2-methylallyloxy)pyrimidine). The reagents and catalysts are [Cl-].C(CCCCCCC)[N+](C)(CCCCCCCC)CCCCCCCC (trioctylmethylammonium chloride). The solvent is C(Cl)(Cl)(Cl)Cl (carbon tetrachloride). Conditions: temperature 0 celsius, time 50 minute. Product: C(C#CC)OC1=NC=NC(=C1)OCC(C)(C)Cl (4-(2-butynyloxy)-6-(2-chloro-2-methylpropyloxy)pyrimidine). As a reaction SMILES: [CH2:1]([O:5][C:6]1[CH:11]=[C:10]([O:12][CH2:13][C:14]([CH3:16])=[CH2:15])[N:9]=[CH:8][N:7]=1)[C:2]#[C:3][CH3:4].[ClH:17].O>C(Cl)(Cl)(Cl)Cl.[Cl-].C([N+](CCCCCCCC)(CCCCCCCC)C)CCCCCCC>[CH2:1]([O:5][C:6]1[CH:11]=[C:10]([O:12][CH2:13][C:14]([Cl:17])([CH3:16])[CH3:15])[N:9]=[CH:8][N:7]=1)[C:2]#[C:3][CH3:4] |f:4.5|. Procedure: In 1.2 ml of carbon tetrachloride were dissolved 0.15 g of 4-(2-butynyloxy)-6-(2-methylallyloxy)pyrimidine and 0.01 g of trioctylmethylammonium chloride, to which 1 ml of concentrated hydrochloric acid was added dropwise at 0° C., followed by stirring at 0° C. for 30 minutes and at room temperature for 50 minutes. The reaction mixture was then poured into water, which was extracted three times with t-butyl methyl ether. The combined organic layer was washed with a saturated aqueous sodium hydrog... The reactants are C(CC1C(C(=O)O)CCC=C1)(=O)O (tetrahydrohomophthalic acid), C(C=C)N (allylamine). The product is C(C=C)N1C(C=2CCCCC2CC1=O)=O (2-allyl-5,6,7,8-tetrahydroisoquinoline-1,3(2H, 4H)-dione). Reaction SMILES: [C:1]([OH:13])(=O)[CH2:2][CH:3]1[CH:11]=[CH:10][CH2:9][CH2:8][CH:4]1[C:5]([OH:7])=O.[CH2:14]([NH2:17])[CH:15]=[CH2:16]>>[CH2:14]([N:17]1[C:1](=[O:13])[CH2:2][C:3]2[CH2:11][CH2:10][CH2:9][CH2:8][C:4]=2[C:5]1=[O:7])[CH:15]=[CH2:16]. Reported procedure: A mixture of tetrahydrohomophthalic acid (9.2 g., 0.05 mole) and allylamine (2.8 g., 0.05 mole) is heated by an oil bath until molten for 40 minutes. The mixture solidifies upon cooling, and is recrystallized twice from isopropanol, giving 2-allyl-5,6,7,8-tetrahydroisoquinoline-1,3(2H, 4H)-dione. The reactants are ClC1=CC2=C(SC3=C(CN2C(=O)Cl)C=CC=C3)C=C1 (8-chlorodibenz[b,f][1,4]thiazepine-10(11H)-carbonyl chloride), O1C(=CC=C1)CN1CCNCC1 (1-(2-furanylmethyl)piperazine). Product: ClC1=CC2=C(SC3=C(CN2C(=O)N2CCN(CC2)CC=2OC=CC2)C=CC=C3)C=C1 (1-[(8-chlorodibenz[b,f][1,4]thiazepin-10(11H)-yl)carbonyl]-4-(2-furanylmethyl)piperazine). Reaction SMILES: [Cl:1][C:2]1[CH:19]=[CH:18][C:5]2[S:6][C:7]3[CH:17]=[CH:16][CH:15]=[CH:14][C:8]=3[CH2:9][N:10]([C:11](Cl)=[O:12])[C:4]=2[CH:3]=1.[O:20]1[CH:24]=[CH:23][CH:22]=[C:21]1[CH2:25][N:26]1[CH2:31][CH2:30][NH:29][CH2:28][CH2:27]1>>[Cl:1][C:2]1[CH:19]=[CH:18][C:5]2[S:6][C:7]3[CH:17]=[CH:16][CH:15]=[CH:14][C:8]=3[CH2:9][N:10]([C:11]([N:29]3[CH2:30][CH2:31][N:26]([CH2:25][C:21]4[O:20][CH:24]=[CH:23][CH:22]=4)[CH2:27][CH2:28]3)=[O:12])[C:4]=2[CH:3]=1. Procedure details: The title compound of Example 105 is reacted with the product of Example 63 by the method of Example 4. Following chromatographic separation, the title product is obtained. Starting materials: N1C=NC=C1C=O (1H-imidazole-5-carbaldehyde), IC(C)C (2-iodopropane), C([O-])([O-])=O.[K+].[K+] (potassium carbonate). Run in CN(C)C=O (DMF). Reaction conditions: temperature 50 celsius. Product: C(C)(C)N1C=NC=C1C=O (1-isopropyl-1H-imidazole-5-carbaldehyde). Isolated yield 95.9%. As a reaction SMILES: [NH:1]1[C:5]([CH:6]=[O:7])=[CH:4][N:3]=[CH:2]1.I[CH:9]([CH3:11])[CH3:10].C(=O)([O-])[O-].[K+].[K+]>CN(C=O)C>[CH:9]([N:1]1[C:5]([CH:6]=[O:7])=[CH:4][N:3]=[CH:2]1)([CH3:11])[CH3:10] |f:2.3.4|. Procedure: A mixture of 1H-imidazole-5-carbaldehyde (800 mg, 8.3 mmol), 2-iodopropane (1.7 g, 10 mmol) and potassium carbonate (1.4 g) in DMF (30 mL) was heated to 50° C. overnight. The mixture was evaporated under reduced pressure, and then extracted with ethyl acetate (100 mL×4). The combined organic layers were dried over anhydrous sodium sulfate, concentrated to give 1-isopropyl-1H-imidazole-5-carbaldehyde (1.1 g), LC-MS (ESI) m/z: 139 (M+1)+. This compound (1.1 g, 8.0 mmol) and (E)-4-(benzylideneamino...